From a dataset of the Open Reaction Database (ORD), a public repository of structured organic reaction records. describe an organic reaction: reactants, conditions, products, and yield Reactants: compound 27, N1(CCC1)CCC=1NC(=C(N1)Cl)C=1C=C(C(=O)O)C=CC1C (3-(2-(2-(azetidin-1-yl)ethyl)-4-chloro-1H-imidazol-5-yl)-4-methylbenzoic acid), N1(CCC1)CCC=1NC(=C(N1)Cl)C=1C=C(C(=O)O)C=CC1C (3-(2-(2-(azetidin-1-yl)ethyl)-4-chloro-1H-imidazol-5-yl)-4-methylbenzoic acid), Cl.N1CCC(CC1)C1=CC=C(C#N)C=C1 (4-(piperidin-4-yl)benzonitrile hydrochloride). Yields the product N1(CCC1)CCC=1NC(=C(N1)Cl)C=1C=C(C(=O)N2CCC(CC2)C2=CC=C(C#N)C=C2)C=CC1C (4-(1-(3-(2-(2-(Azetidin-1-yl)ethyl)-4-chloro-1H-imidazol-5-yl)-4-methylbenzoyl)piperidin-4-yl)benzonitrile). RXN SMILES: [N:1]1([CH2:5][CH2:6][C:7]2[NH:8][C:9]([C:13]3[CH:14]=[C:15]([CH:19]=[CH:20][C:21]=3[CH3:22])[C:16]([OH:18])=O)=[C:10]([Cl:12])[N:11]=2)[CH2:4][CH2:3][CH2:2]1.Cl.[NH:24]1[CH2:29][CH2:28][CH:27]([C:30]2[CH:37]=[CH:36][C:33]([C:34]#[N:35])=[CH:32][CH:31]=2)[CH2:26][CH2:25]1>>[N:1]1([CH2:5][CH2:6][C:7]2[NH:8][C:9]([C:13]3[CH:14]=[C:15]([CH:19]=[CH:20][C:21]=3[CH3:22])[C:16]([N:24]3[CH2:29][CH2:28][CH:27]([C:30]4[CH:37]=[CH:36][C:33]([C:34]#[N:35])=[CH:32][CH:31]=4)[CH2:26][CH2:25]3)=[O:18])=[C:10]([Cl:12])[N:11]=2)[CH2:2][CH2:3][CH2:4]1 |f:1.2|. Procedure: The title compound was prepared using standard chemical manipulations and procedures similar to those used for the preparation of compound 27, except 3-(2-(2-(azetidin-1-yl)ethyl)-4-chloro-1H-imidazol-5-yl)-4-methylbenzoic acid (compound 157.3) was used in place of 4-(piperidin-4-yl)benzonitrile hydrochloride (compound 1.2). m/z (ES+) 488 (M+H)+. The reactants are Cc1ccccc1Br, O=C(O)C(=O)c1ccccc1, C1CCOC1, [H-], I, [Mg], [Na+]. The product is Cc1ccccc1C(O)(C(=O)O)c1ccccc1. As a reaction SMILES: [Br:3][c:4]1[c:5]([CH3:10])[cH:6][cH:7][cH:8][cH:9]1.[C:11]([c:12]1[cH:13][cH:14][cH:15][cH:16][cH:17]1)(=[O:18])[C:19](=[O:20])[OH:21].[CH2:24]1[O:25][CH2:26][CH2:27][CH2:28]1.[H-:22].[I:2].[Mg:1].[Na+:23]>>[c:4]1([C:11]([c:12]2[cH:13][cH:14][cH:15][cH:16][cH:17]2)([OH:18])[C:19](=[O:20])[OH:21])[c:5]([CH3:10])[cH:6][cH:7][cH:8][cH:9]1. Starting materials: N1=CC=CC2=CC(=CC=C12)CN1N=NC=2C1=NC(=CC2)C2=CC=C(C=O)C=C2 (4-(3-(quinolin-6-ylmethyl)-3H-[1,2,3]triazolo[4,5-b]pyridin-5-yl)benzaldehyde), [BH4-].[Na+] (sodium borohydride). The solvent is CO (methanol). Reaction conditions: time 1 hour. Product: N1=CC=CC2=CC(=CC=C12)CN1N=NC=2C1=NC(=CC2)C2=CC=C(C=C2)CO ((4-(3-(quinolin-6-ylmethyl)-3H-[1,2,3]triazolo[4,5-b]pyridin-5-yl)phenyl)methanol). Yield: 38.6%. RXN SMILES: [N:1]1[C:10]2[C:5](=[CH:6][C:7]([CH2:11][N:12]3[C:16]4=[N:17][C:18]([C:21]5[CH:28]=[CH:27][C:24]([CH:25]=[O:26])=[CH:23][CH:22]=5)=[CH:19][CH:20]=[C:15]4[N:14]=[N:13]3)=[CH:8][CH:9]=2)[CH:4]=[CH:3][CH:2]=1.[BH4-].[Na+]>CO>[N:1]1[C:10]2[C:5](=[CH:6][C:7]([CH2:11][N:12]3[C:16]4=[N:17][C:18]([C:21]5[CH:28]=[CH:27][C:24]([CH2:25][OH:26])=[CH:23][CH:22]=5)=[CH:19][CH:20]=[C:15]4[N:14]=[N:13]3)=[CH:8][CH:9]=2)[CH:4]=[CH:3][CH:2]=1 |f:1.2|. Procedure: To a solution of example 5 (0.180 g, 0.493 mmol) in methanol (4 ml) cooled to 0° C., sodium borohydride (0.018 g, 0.493 mmol) was added and stirred for 1 h. The reaction was quenched by the addition of ice-cold water, extracted with ethyl acetate, washed with brine, dried over sodium sulphate and concentrated. The crude product was purified by column chromatography with methanol:dichloromethane to afford the title compound as a yellow solid (0.070 g, 39%). M.P.: 187-189° C. 1H-NMR (δ ppm, DMSO-d... Starting materials: COC(C)OCOc1cc2ccc(-c3ccc(CO)cc3)cc2cc1C12CC3CC(CC(C3)C1)C2, ClCCl, O=[Cr](=O)([O-])O[Cr](=O)(=O)[O-], c1cc[nH+]cc1, c1cc[nH+]cc1. Product: COC(C)OCOc1cc2ccc(-c3ccc(C=O)cc3)cc2cc1C12CC3CC(CC(C3)C1)C2. RXN SMILES: [C:1]12([c:11]3[c:12]([O:29][CH2:30][O:31][CH:32]([CH3:33])[O:34][CH3:35])[cH:13][c:14]4[cH:15][cH:16][c:17](-[c:21]5[cH:22][cH:23][c:24]([CH2:27][OH:28])[cH:25][cH:26]5)[cH:18][c:19]4[cH:20]3)[CH2:2][CH:3]3[CH2:4][CH:5]([CH2:6][CH:7]([CH2:8]1)[CH2:9]3)[CH2:10]2.[Cl:57][CH2:58][Cl:59].[Cr:36]([O:37][Cr:38]([O-:39])(=[O:40])=[O:41])([O-:42])(=[O:43])=[O:44].[nH+:45]1[cH:46][cH:47][cH:48][cH:49][cH:50]1.[nH+:51]1[cH:52][cH:53][cH:54][cH:55][cH:56]1>>[C:1]12([c:11]3[c:12]([O:29][CH2:30][O:31][CH:32]([CH3:33])[O:34][CH3:35])[cH:13][c:14]4[cH:15][cH:16][c:17](-[c:21]5[cH:22][cH:23][c:24]([CH:27]=[O:28])[cH:25][cH:26]5)[cH:18][c:19]4[cH:20]3)[CH2:2][CH:3]3[CH2:4][CH:5]([CH2:6][CH:7]([CH2:8]1)[CH2:9]3)[CH2:10]2. The reactants are C1(CC1)C=1N=CC(=NC1OCC1CC1)C(=O)O (5-cyclopropyl-6-cyclopropylmethoxy-pyrazine-2-carboxylic acid), C1(CC1)C(N)C1=NOC(=N1)C (α-cyclopropyl-5-methyl-1,2,4-oxadiazole-3-methanamine). Yields the product C1(CC1)C(C1=NOC(=N1)C)NC(=O)C1=NC(=C(N=C1)C1CC1)OCC1CC1 (5-Cyclopropyl-6-cyclopropylmethoxy-pyrazine-2-carboxylic acid [(SR)-cyclopropyl-(5-methyl-[1,2,4]oxadiazol-3-yl)-methyl]-amide). RXN SMILES: [CH:1]1([C:4]2[N:5]=[CH:6][C:7]([C:15]([OH:17])=O)=[N:8][C:9]=2[O:10][CH2:11][CH:12]2[CH2:14][CH2:13]2)[CH2:3][CH2:2]1.[CH:18]1([CH:21]([C:23]2[N:27]=[C:26]([CH3:28])[O:25][N:24]=2)[NH2:22])[CH2:20][CH2:19]1>>[CH:18]1([CH:21]([NH:22][C:15]([C:7]2[CH:6]=[N:5][C:4]([CH:1]3[CH2:2][CH2:3]3)=[C:9]([O:10][CH2:11][CH:12]3[CH2:13][CH2:14]3)[N:8]=2)=[O:17])[C:23]2[N:27]=[C:26]([CH3:28])[O:25][N:24]=2)[CH2:19][CH2:20]1. Reported procedure: The title compound was synthesized in analogy to Example 6, using 5-cyclopropyl-6-cyclopropylmethoxy-pyrazine-2-carboxylic acid (Example 10 g) and α-cyclopropyl-5-methyl-1,2,4-oxadiazole-3-methanamine (CAN 1291557-80-6) as starting materials, and isolated (95 mg, 86%) as light yellow solid; LC-MS (UV peak area, ESI) 100%, 370.1876 (M+H).